Dataset: the Open Reaction Database (ORD), a public repository of structured organic reaction records. Task: describe an organic reaction: reactants, conditions, products, and yield The reactants are ClC1=CC2=C(NC(=N2)[C@H](CCSC)N)C=C1 ((1S)-1-(5-chloro-1H-benzimidazol-2-yl)-3-methylsulphanylpropylamine), TEA, N1(C(COCC1)=O)C1=C(C=C(C(=O)Cl)C=C1)[N+](=O)[O-] (4-(morpholin-3-on-4-yl)-3-nitro-benzoic acid chloride). Solvent: C1CCOC1 (THF), C1CCOC1 (THF). Run at time 16 hour. Product: ClC1=CC2=C(NC(=N2)[C@H](CCSC)NC(C2=CC(=C(C=C2)N2C(COCC2)=O)[N+](=O)[O-])=O)C=C1 (N-[(1S)-1-(5-chloro-1H-benzimidazol-2-yl)-3-methylsulphanyl-propyl]-4-(morpholin-3-on-4-yl)-3-nitro-benzamide). RXN SMILES: [Cl:1][C:2]1[CH:16]=[CH:15][C:5]2[NH:6][C:7]([C@@H:9]([NH2:14])[CH2:10][CH2:11][S:12][CH3:13])=[N:8][C:4]=2[CH:3]=1.[N:17]1([C:24]2[CH:32]=[CH:31][C:27]([C:28](Cl)=[O:29])=[CH:26][C:25]=2[N+:33]([O-:35])=[O:34])[CH2:22][CH2:21][O:20][CH2:19][C:18]1=[O:23]>C1COCC1>[Cl:1][C:2]1[CH:16]=[CH:15][C:5]2[NH:6][C:7]([C@@H:9]([NH:14][C:28](=[O:29])[C:27]3[CH:31]=[CH:32][C:24]([N:17]4[CH2:22][CH2:21][O:20][CH2:19][C:18]4=[O:23])=[C:25]([N+:33]([O-:35])=[O:34])[CH:26]=3)[CH2:10][CH2:11][S:12][CH3:13])=[N:8][C:4]=2[CH:3]=1. Reported procedure: 237 mg (0.93 mmol) of (1S)-1-(5-chloro-1H-benzimidazol-2-yl)-3-methylsulphanylpropylamine are dissolved with 0.257 ml TEA in 10 ml THF and a solution of 290 mg (1.02 mmol) 4-(morpholin-3-on-4-yl)-3-nitro-benzoic acid chloride in 10 ml THF is added dropwise. The reaction mixture is stirred for 16 hours at ambient temperature and then evaporated down i. vac. The residue is purified by chromatography on silica gel (eluting gradient: dichloromethane/ethanol 100:0->95:5). The reactants are ClC=1C=C2C(CN(CC2=C(C1)Cl)C)C1=CC=C(C=C1)NC(=O)NCCC(=O)C1C(OC(OC1=O)(C)C)=O (1-(4-(6,8-dichloro-2-methyl-1,2,3,4-tetrahydroisoquinolin-4-yl)phenyl)-3-(3-(2,2-dimethyl-4,6-dioxo-1,3-dioxan-5-yl)-3-oxopropyl)urea), C(C)(=O)O (acetic acid). Run in ClCCl (dichloromethane). Reaction conditions: time 8 hour. Product: ClC=1C=C2C(CN(CC2=C(C1)Cl)C)C1=CC=C(C=C1)NC(=O)NCCCC1C(OC(OC1=O)(C)C)=O (1-(4-(6,8-dichloro-2-methyl-1,2,3,4-tetrahydroisoquinolin-4-yl)phenyl)-3-(3-(2,2-dimethyl-4,6-dioxo-1,3-dioxan-5-yl)propyl)urea). RXN SMILES: [Cl:1][C:2]1[CH:3]=[C:4]2[C:9](=[C:10]([Cl:12])[CH:11]=1)[CH2:8][N:7]([CH3:13])[CH2:6][CH:5]2[C:14]1[CH:19]=[CH:18][C:17]([NH:20][C:21]([NH:23][CH2:24][CH2:25][C:26]([CH:28]2[C:33](=[O:34])[O:32][C:31]([CH3:36])([CH3:35])[O:30][C:29]2=[O:37])=O)=[O:22])=[CH:16][CH:15]=1.C(O)(=O)C>ClCCl>[Cl:1][C:2]1[CH:3]=[C:4]2[C:9](=[C:10]([Cl:12])[CH:11]=1)[CH2:8][N:7]([CH3:13])[CH2:6][CH:5]2[C:14]1[CH:19]=[CH:18][C:17]([NH:20][C:21]([NH:23][CH2:24][CH2:25][CH2:26][CH:28]2[C:29](=[O:37])[O:30][C:31]([CH3:35])([CH3:36])[O:32][C:33]2=[O:34])=[O:22])=[CH:16][CH:15]=1. Reported procedure: Into a 50-mL round-bottom flask purged and maintained with an inert atmosphere of nitrogen, was placed a solution of 1-(4-(6,8-dichloro-2-methyl-1,2,3,4-tetrahydroisoquinolin-4-yl)phenyl)-3-(3-(2,2-dimethyl-4,6-dioxo-1,3-dioxan-5-yl)-3-oxopropyl)urea (150 mg, 0.27 mmol, 1.00 equiv) in dichloromethane (10 mL) and acetic acid (1 mL) Sodium borohydride (42 mg, 1.11 mmol, 4.04 equiv) was added and the resulting solution was stirred overnight at room temperature. The resulting mixture was washed with... Reactants: C(=O)(O)CCCC[C@H]1O[C@H]2C[C@H]([C@@H]([C@H]2C1)\C=C\[C@H](CCC#CC)O)O ((1S,5R,6R,7R,3R)-3-(4-carboxy-1-butyl)-7-hydroxy-6-[(E)-(3S)-3-hydroxy-1-octen-6-ynyl]-2-oxabicyclo[3,3,0]octane), C(C)(=O)OC(C)=O (acetic anhydride), N1=CC=CC=C1 (pyridine). Reagents/catalysts: CN(C1=CC=NC=C1)C (4-dimethylaminopyridine). The solvent is O (water). Yields the product C(C)(=O)NC(=O)CCCC[C@H]1O[C@H]2C[C@H]([C@@H]([C@H]2C1)\C=C\[C@H](CCC#CC)O)O ((1S,5R,6R,7R,3R)-3-(4-Acetylcarbamoyl-1-butyl)-6-[(E)-(3S)-3-hydroxy-1-octen-6-ynyl]-7-hydroxy-2-oxabicyclo[3,3,0]octane). RXN SMILES: [C:1]([CH2:4][CH2:5][CH2:6][CH2:7][C@@H:8]1[CH2:15][C@H:14]2[C@H:10]([CH2:11][C@@H:12]([OH:25])[C@@H:13]2/[CH:16]=[CH:17]/[C@@H:18]([OH:24])[CH2:19][CH2:20][C:21]#[C:22][CH3:23])[O:9]1)([OH:3])=O.[C:26]([O:29]C(=O)C)(=O)[CH3:27].[N:33]1C=CC=CC=1>CN(C)C1C=CN=CC=1.O>[C:26]([NH:33][C:1]([CH2:4][CH2:5][CH2:6][CH2:7][C@@H:8]1[CH2:15][C@H:14]2[C@H:10]([CH2:11][C@@H:12]([OH:25])[C@@H:13]2/[CH:16]=[CH:17]/[C@@H:18]([OH:24])[CH2:19][CH2:20][C:21]#[C:22][CH3:23])[O:9]1)=[O:3])(=[O:29])[CH3:27]. Reported procedure: 400 mg. of (1S,5R,6R,7R,3R)-3-(4-carboxy-1-butyl)-7-hydroxy-6-[(E)-(3S)-3-hydroxy-1-octen-6-ynyl]-2-oxabicyclo[3,3,0]octane, 100 mg. of 4-dimethylaminopyridine, 0.5 ml. of acetic anhydride, and 1 ml. of pyridine are stirred for 16 hours at 20°, then combined with 0.2 ml. of water, agitated for another 2 hours, diluted with 50 ml. of water, and extracted repeatedly with methylene chloride. The extract is shaken in succession with dilute sulfuric acid and brine, dried over magnesium sulfate, and e... Starting materials: CCOCC, CS(=O)(=O)OCCOc1cc2ccccc2c2ccccc12, COC(=O)C(=O)c1ccc(O)cc1, CC(=O)O, CN(C)C=O, ClCCl, [H-], [Na+]. Product: COC(=O)C(=O)c1ccc(OCCOc2cc3ccccc3c3ccccc23)cc1. As a reaction SMILES: [CH2:47]([O:48][CH2:49][CH3:50])[CH3:51].[CH3:16][S:17]([O:18][CH2:21][CH2:22][O:23][c:24]1[c:25]2[cH:26][cH:27][cH:28][cH:29][c:30]2[c:31]2[cH:32][cH:33][cH:34][cH:35][c:36]2[cH:37]1)(=[O:19])=[O:20].[CH3:1][O:2][C:3]([C:4]([c:5]1[cH:6][cH:7][c:8]([OH:11])[cH:9][cH:10]1)=[O:12])=[O:13].[CH3:38][C:39](=[O:40])[OH:41].[CH3:42][N:43]([CH3:44])[CH:45]=[O:46].[Cl:52][CH2:53][Cl:54].[H-:14].[Na+:15]>>[CH3:1][O:2][C:3]([C:4]([c:5]1[cH:6][cH:7][c:8]([O:11][CH2:21][CH2:22][O:23][c:24]2[c:25]3[cH:26][cH:27][cH:28][cH:29][c:30]3[c:31]3[cH:32][cH:33][cH:34][cH:35][c:36]3[cH:37]2)[cH:9][cH:10]1)=[O:12])=[O:13]. Product: CN(N(C(=O)C=1C=C(C(=O)OC)C=CC1)CC=1SC=C(N1)C)C (methyl 3-(2,2-dimethyl-1-((4-methylthiazol-2-yl)methyl)hydrazinecarbonyl)benzoate). Reaction conditions: temperature 3.5 celsius, time 10 minute. Reaction SMILES: [H-].[Na+].[CH3:3][N:4]([CH3:18])[NH:5][C:6]([C:8]1[CH:9]=[C:10]([CH:15]=[CH:16][CH:17]=1)[C:11]([O:13][CH3:14])=[O:12])=[O:7].[CH3:19][C:20]1[N:21]=[C:22]([CH2:25]Br)[S:23][CH:24]=1>C1COCC1>[CH3:18][N:4]([CH3:3])[N:5]([CH2:25][C:22]1[S:23][CH:24]=[C:20]([CH3:19])[N:21]=1)[C:6]([C:8]1[CH:9]=[C:10]([CH:15]=[CH:16][CH:17]=1)[C:11]([O:13][CH3:14])=[O:12])=[O:7] |f:0.1|. Procedure: To the sodium hydride (16 mg, 0.68 mmol) in THF (3 ml) at 0° C., methyl 3-(2,2-dimethylhydrazinecarbonyl)benzoate (100 mg, 0.45 nmol) was added. After 10 min, 4-methyl-2-bromo methyl thiazole (103 mg, 0.54 mmol) was added and reaction mixture was stirred at 3-4° C. overnight. Reaction mixture was quenched with MeOH and diluted with ethylacetate. Organic layer was washed with water, brine and dried. Crude residue was purified by column chromatography to yield 70% of methyl 3-(2,2-dimethyl-1-((4-m... Solvent: C1CCOC1 (THF). Yield: 70.0%. Starting materials: [H-].[Na+] (sodium hydride), CN(NC(=O)C=1C=C(C(=O)OC)C=CC1)C (methyl 3-(2,2-dimethylhydrazinecarbonyl)benzoate), CC=1N=C(SC1)CBr (4-methyl-2-bromo methyl thiazole). Starting materials: COC=1C=C2CC3(C(C2=CC1)=O)CCC(CC3)=O (5'-methoxyspiro[cyclohexane-1,2'-indan]-1',4-dione), C(CO)O (ethylene glycol), C1(=CC=C(C=C1)S(=O)(=O)O)C (p-toluenesulfonic acid). The solvent is C1=CC=CC=C1 (benzene). Product: C1COC2(C3(CC4=CC(=CC=C24)OC)CCC(CC3)=O)O1 (5'-Methoxyspiro(cyclohexane-1,2'-indan)-1', 4-dione 4-ethylene ketal). The yield is 73.0%. RXN SMILES: [CH3:1][O:2][C:3]1[CH:4]=[C:5]2[C:9](=[CH:10][CH:11]=1)[C:8](=[O:12])[C:7]1([CH2:17][CH2:16][C:15](=[O:18])[CH2:14][CH2:13]1)[CH2:6]2.[CH2:19](O)[CH2:20][OH:21].C1(C)C=CC(S(O)(=O)=O)=CC=1>C1C=CC=CC=1>[CH2:20]1[O:21][C:8]2([C:9]3[C:5](=[CH:4][C:3]([O:2][CH3:1])=[CH:11][CH:10]=3)[CH2:6][C:7]32[CH2:17][CH2:16][C:15](=[O:18])[CH2:14][CH2:13]3)[O:12][CH2:19]1. Procedure details: A mixture of 4.89 g. (0.0196 M) of 6'-methoxyspiro(cyclohexane-1,2'-indan)-1',4-dione [8] (prepared as in Example 15B), 1.21 g. of ethylene glycol and 0.2 g. of p-toluenesulfonic acid in 100 ml. of benzene is heated at reflux under a Dean-Stark trap for about 5 hours. The mixture is allowed to cool, washed with aqueous sodium bicarbonate solution and evaporated to dryness. The residue is recrystallized twice from methylene chloride: Skellysolve B to give 4.13 g. (73% yield) of 5'-methoxyspiro(cy... Reactants: C(=O)(N1C=NC=C1)N1C=NC=C1 (carbonyldiimidazole), C(C)N(CCCC#CC(=O)O)CC (6-diethylamino-2-hexynoic acid), NC1=NC2=C(C(=NC1)C1=C(C=CC=C1F)F)C=C(C=C2)[N+](=O)[O-] (2-amino-7-nitro5-(2,6-difluorophenyl)-3H-1,4-benzodiazepine). Run in O1CCCC1.CN(C=O)C (tetrahydrofuran dimethylformamide). Product: [N+](=O)([O-])C=1C=CC2=C(C(=NCC=3N2C(=CC(N3)=O)CCCN(CC)CC)C3=C(C=CC=C3F)F)C1 (9-nitro-1-(3-diethylaminopropyl)-7-(2,6-difluorophenyl)pyrimido[1,2-a][1,4]benzodiazepin-3(5H)-one). As a reaction SMILES: C(N1C=CN=C1)(N1C=CN=C1)=O.[CH2:13]([N:15]([CH2:24][CH3:25])[CH2:16][CH2:17][CH2:18][C:19]#[C:20][C:21]([OH:23])=O)[CH3:14].[NH2:26][C:27]1[CH2:33][N:32]=[C:31]([C:34]2[C:39]([F:40])=[CH:38][CH:37]=[CH:36][C:35]=2[F:41])[C:30]2[CH:42]=[C:43]([N+:46]([O-:48])=[O:47])[CH:44]=[CH:45][C:29]=2[N:28]=1>O1CCCC1.CN(C)C=O>[N+:46]([C:43]1[CH:44]=[CH:45][C:29]2[N:28]3[C:19]([CH2:18][CH2:17][CH2:16][N:15]([CH2:13][CH3:14])[CH2:24][CH3:25])=[CH:20][C:21](=[O:23])[N:26]=[C:27]3[CH2:33][N:32]=[C:31]([C:34]3[C:35]([F:41])=[CH:36][CH:37]=[CH:38][C:39]=3[F:40])[C:30]=2[CH:42]=1)([O-:48])=[O:47] |f:3.4|. Reported procedure: In the manner given in Example 21, carbonyldiimidazole, 6-diethylamino-2-hexynoic acid and 2-amino-7-nitro5-(2,6-difluorophenyl)-3H-1,4-benzodiazepine was stirred in tetrahydrofuran-dimethylformamide to give 9-nitro-1-(3-diethylaminopropyl)-7-(2,6-difluorophenyl)pyrimido[1,2-a][1,4]benzodiazepin-3(5H)-one.